This data is from the Open Reaction Database (ORD), a public repository of structured organic reaction records. The task is: describe an organic reaction: reactants, conditions, products, and yield Reactants: CCc1ccc(Cl)c(N)c1, N#CBr, O. Yields the product CCc1ccc(Cl)c(NC#N)c1. Reaction SMILES: [Cl:1][c:2]1[c:3]([NH2:4])[cH:5][c:6]([CH2:9][CH3:10])[cH:7][cH:8]1.[N:11]#[C:12][Br:13].[OH2:14]>>[Cl:1][c:2]1[c:3]([NH:4][C:12]#[N:11])[cH:5][c:6]([CH2:9][CH3:10])[cH:7][cH:8]1. Yields the product CN(C)C12CCCCC1CCc1ccccc12. The reactants are [BH3-]C#N, C=O, CO, CNC12CCCCC1CCc1ccccc12, Cl, [Na+]. As a reaction SMILES: [C:20]([BH3-:21])#[N:22].[CH2:18]=[O:19].[CH3:24][OH:25].[CH3:2][NH:3][C:4]12[CH2:5][CH2:6][CH2:7][CH2:8][CH:9]1[CH2:10][CH2:11][c:12]1[cH:13][cH:14][cH:15][cH:16][c:17]12.[ClH:1].[Na+:23]>>[CH3:2][N:3]([C:4]12[CH2:5][CH2:6][CH2:7][CH2:8][CH:9]1[CH2:10][CH2:11][c:12]1[cH:13][cH:14][cH:15][cH:16][c:17]12)[CH3:20]. Starting materials: ice water, C1(=CC=CC=C1)C1=NNC(O1)=S (5-phenyl-1,3,4-oxadiazole-2-thione), C(C)(C)(C)C1=C(C(=CC=C1)C(C)(C)C)O (2,6-di-tert.-butylphenol), C=O (paraformaldehyde), C1N2CN3CN1CN(C2)C3 (hexamethylenetetramine). Solvent: CN(C=O)C (dimethylformamide), O (water). Product: C(C)(C)(C)C=1C=C(CN2C(OC(=N2)C2=CC=CC=C2)=S)C=C(C1O)C(C)(C)C (3-(3,5-di-t-Butyl-4-hydroxybenzyl)-5-phenyl-1,3,4-oxadiazole-2-thione). As a reaction SMILES: [C:1]1([C:7]2[O:11][C:10](=[S:12])[NH:9][N:8]=2)[CH:6]=[CH:5][CH:4]=[CH:3][CH:2]=1.[C:13]([C:17]1[CH:22]=[CH:21][CH:20]=[C:19]([C:23]([CH3:26])([CH3:25])[CH3:24])[C:18]=1[OH:27])([CH3:16])([CH3:15])[CH3:14].C=O.[CH2:30]1N2CN3CN(C2)CN1C3>CN(C)C=O.O>[C:23]([C:19]1[CH:20]=[C:21]([CH:22]=[C:17]([C:13]([CH3:16])([CH3:15])[CH3:14])[C:18]=1[OH:27])[CH2:30][N:9]1[N:8]=[C:7]([C:1]2[CH:2]=[CH:3][CH:4]=[CH:5][CH:6]=2)[O:11][C:10]1=[S:12])([CH3:26])([CH3:25])[CH3:24]. Reported procedure: 35.6 g of 5-phenyl-1,3,4-oxadiazole-2-thione (0.2 mol), 41.2 g of 2,6-di-tert.-butylphenol (0.2 mol), 6,6 g of paraformaldehyde (0.22mol) and 0.5 g of hexamethylenetetramine in 130 ml of dimethylformamide and 13 ml of water are heated to 110°C for 7 hours, whilst stirring. After cooling, the reaction mixture is stirred into 500 ml of ice water and the product which precipitates is isolated. For purification, the reaction product is repeatedly digested with methanol, filtered off and dried. 3-(3,... Reactants: Cc1ccc(C)n1CCCBr, [Li]CCCC, CCOCC, Cc1cc(C)nc(-n2c(C)ccc2C)c1, CCCCCC, C1CCOC1. Product: Cc1cc(CCCCn2c(C)ccc2C)nc(-n2c(C)ccc2C)c1. As a reaction SMILES: [Br:26][CH2:27][CH2:28][CH2:29][n:30]1[c:31]([CH3:36])[cH:32][cH:33][c:34]1[CH3:35].[CH2:16]([Li:17])[CH2:18][CH2:19][CH3:20].[CH2:37]([O:38][CH2:39][CH3:40])[CH3:41].[CH3:1][c:2]1[cH:3][c:4](-[n:9]2[c:10]([CH3:15])[cH:11][cH:12][c:13]2[CH3:14])[n:5][c:6]([CH3:8])[cH:7]1.[CH3:42][CH2:43][CH2:44][CH2:45][CH2:46][CH3:47].[O:21]1[CH2:22][CH2:23][CH2:24][CH2:25]1>>[CH3:1][c:2]1[cH:3][c:4](-[n:9]2[c:10]([CH3:15])[cH:11][cH:12][c:13]2[CH3:14])[n:5][c:6]([CH2:8][CH2:27][CH2:28][CH2:29][n:30]2[c:31]([CH3:36])[cH:32][cH:33][c:34]2[CH3:35])[cH:7]1. The reactants are S1C(=CC=C1)C(=O)NCC(=O)O (N-(2-thienylcarbonyl)glycine), COCC1=CC=C(O1)C=O (5-(methoxymethyl)-2-furancarboxaldehyde), C(C)(=O)[O-].[Na+] (sodium acetate), C(C)(=O)OC(C)=O (acetic anhydride). The solvent is O (water). Reaction conditions: temperature 90 celsius. The product is COCC1=CC=C(O1)C=C1N=C(OC1=O)C=1SC=CC1 (4-((5-Methoxymethyl-2-furanyl)methylene)-2-(2-thienyl)-5(4H)-oxazolone). Yield: 50.7%. Reaction SMILES: [S:1]1[CH:5]=[CH:4][CH:3]=[C:2]1[C:6]([NH:8][CH2:9][C:10]([OH:12])=[O:11])=O.[CH3:13][O:14][CH2:15][C:16]1[O:20][C:19]([CH:21]=O)=[CH:18][CH:17]=1.C([O-])(=O)C.[Na+].C(OC(=O)C)(=O)C>O>[CH3:13][O:14][CH2:15][C:16]1[O:20][C:19]([CH:21]=[C:9]2[C:10](=[O:11])[O:12][C:6]([C:2]3[S:1][CH:5]=[CH:4][CH:3]=3)=[N:8]2)=[CH:18][CH:17]=1 |f:2.3|. Procedure: To a screw-capped test tube, N-(2-thienylcarbonyl)glycine (56 mg, 0.3 mmol), 5-(methoxymethyl)-2-furancarboxaldehyde (46 mg, 0.3 mmol), sodium acetate (25 mg, 0.3 mmol) and acetic anhydride (0.3 mL) were added. The test tube was sealed, and it was then stirred at an external temperature of 90° C. Three hours later, the temperature of the reaction solution was returned to room temperature, and water (1.5 mL) was then added thereto. The obtained mixture was stirred at the same temperature as descr... The reactants are BrC=1C=C(C(=O)OC)C=CC1CC (Methyl 3-bromo-4-ethyl-benzoate), [Cu]C#N (copper (I) cyanide). Run in O (water), CN1CCCC1=O (NMP). Conditions: temperature 20 celsius. The product is C(#N)C=1C=C(C(=O)OC)C=CC1CC (Methyl 3-cyano-4ethyl-benzoate). Isolated yield 48.8%. Reaction SMILES: Br[C:2]1[CH:3]=[C:4]([CH:9]=[CH:10][C:11]=1[CH2:12][CH3:13])[C:5]([O:7][CH3:8])=[O:6].[Cu][C:15]#[N:16]>CN1C(=O)CCC1.O>[C:15]([C:2]1[CH:3]=[C:4]([CH:9]=[CH:10][C:11]=1[CH2:12][CH3:13])[C:5]([O:7][CH3:8])=[O:6])#[N:16]. Procedure details: Methyl 3-bromo-4-ethyl-benzoate (D44) (5 g) in NMP (180 mL) was treated with copper (I) cyanide (3.69 g). The mixture was then heated at reflux for 5 h, under argon. After cooling to 20° C. the reaction mixture was diluted with water, then filtered through kieselguhr, washing well with water and EtOAc. The organic layer was washed with water, brine and dried over MgSO4. The solvent was evaporated to dryness in vacuo and the residue was purified by chromatography on silica eluting with EtOAc-Hexa...